Dataset: the Open Reaction Database (ORD), a public repository of structured organic reaction records. Task: describe an organic reaction: reactants, conditions, products, and yield Starting materials: ClC=1C=C2C(=NC1)NC=C2C2=NC=C(C(=N2)NCC2NCCC(C2)(F)F)F (2-(5-chloro-1H-pyrrolo[2,3-b]pyridin-3-yl)-N-[(4,4-difluoro-2-piperidyl)methyl]-5-fluoro-pyrimidin-4-amine), ClC=1C=C2C(=NC1)NC=C2C2=NC=C(C(=N2)NCC2N(CCC(C2)(F)F)C(=O)OC(C)(C)C)F (tert-butyl 2-((2-(5-chloro-1H-pyrrolo[2,3-b]pyridin-3-yl)-5-fluoropyrimidin-4-ylamino)methyl)-4,4-difluoropiperidine-1-carboxylate), CCN(C(C)C)C(C)C (iPr2NEt), COCCC(=O)Cl (3-methoxypropanoyl chloride). Run in C(Cl)Cl (CH2Cl2), CN(C)C=O (DMF). Reaction conditions: time 17 hour. Product: ClC=1C=C2C(=NC1)NC=C2C2=NC=C(C(=N2)NCC2N(CCC(C2)(F)F)C(CCOC)=O)F (1-(2-((2-(5-chloro-1H-pyrrolo[2,3-b]pyridin-3-yl)-5-fluoropyrimidin-4-ylamino)methyl)-4,4-difluoropiperidin-1-yl)-3-methoxypropan-1-one). RXN SMILES: [Cl:1][C:2]1[CH:3]=[C:4]2[C:10]([C:11]3[N:16]=[C:15]([NH:17][CH2:18][CH:19]4[CH2:24][C:23]([F:26])([F:25])[CH2:22][CH2:21][NH:20]4)[C:14]([F:27])=[CH:13][N:12]=3)=[CH:9][NH:8][C:5]2=[N:6][CH:7]=1.ClC1C=C2C(C3N=C(NCC4CC(F)(F)CCN4C(OC(C)(C)C)=O)C(F)=CN=3)=CNC2=NC=1.CCN(C(C)C)C(C)C.[CH3:71][O:72][CH2:73][CH2:74][C:75](Cl)=[O:76]>C(Cl)Cl.CN(C=O)C>[Cl:1][C:2]1[CH:3]=[C:4]2[C:10]([C:11]3[N:16]=[C:15]([NH:17][CH2:18][CH:19]4[CH2:24][C:23]([F:26])([F:25])[CH2:22][CH2:21][N:20]4[C:75](=[O:76])[CH2:74][CH2:73][O:72][CH3:71])[C:14]([F:27])=[CH:13][N:12]=3)=[CH:9][NH:8][C:5]2=[N:6][CH:7]=1. Procedure details: To a solution of 2-(5-chloro-1H-pyrrolo[2,3-b]pyridin-3-yl)-N-[(4,4-difluoro-2-piperidyl)methyl]-5-fluoro-pyrimidin-4-amine, 13k, (0.086 g, 0.198 mmol) in CH2Cl2 (1 mL), DMF (0.5 mL) and iPr2NEt (0.10 mL, 0.57 mmol) was added 3-methoxypropanoyl chloride (2.43 g, 0.20 mmol). The reaction mixture was stirred at room temperature for 17 hours. All volatiles were removed at reduced pressure and the residue was purified via silica gel chromatography to give a mixture enriched in desired product, 13, w... Starting materials: BrC1=C2C=CC(=NC2=CC(=C1[C@@H](C(=O)OCC)OC(C)(C)C)C)CO ((S)-ethyl 2-(5-bromo-2-(hydroxymethyl)-7-methylquinolin-6-yl)-2-tert-butoxyacetate), CC(=O)OI1(C=2C=CC=CC2C(=O)O1)(OC(=O)C)OC(=O)C (Dess-Martin periodinane). Run in ClCCl (dichloromethane). Conditions: time 1 hour. The product is BrC1=C2C=CC(=NC2=CC(=C1[C@@H](C(=O)OCC)OC(C)(C)C)C)C=O ((S)-ethyl 2-(5-bromo-2-formyl-7-methylquinolin-6-yl)-2-tert-butoxyacetate). The yield is 80.0%. RXN SMILES: [Br:1][C:2]1[C:11]([C@H:12]([O:18][C:19]([CH3:22])([CH3:21])[CH3:20])[C:13]([O:15][CH2:16][CH3:17])=[O:14])=[C:10]([CH3:23])[CH:9]=[C:8]2[C:3]=1[CH:4]=[CH:5][C:6]([CH2:24][OH:25])=[N:7]2.CC(OI1(OC(C)=O)(OC(C)=O)OC(=O)C2C=CC=CC1=2)=O>ClCCl>[Br:1][C:2]1[C:11]([C@H:12]([O:18][C:19]([CH3:20])([CH3:21])[CH3:22])[C:13]([O:15][CH2:16][CH3:17])=[O:14])=[C:10]([CH3:23])[CH:9]=[C:8]2[C:3]=1[CH:4]=[CH:5][C:6]([CH:24]=[O:25])=[N:7]2. Reported procedure: To a solution of (S)-ethyl 2-(5-bromo-2-(hydroxymethyl)-7-methylquinolin-6-yl)-2-tert-butoxyacetate (200 mg, 0.49 mmol) in anhydrous dichloromethane (13 mL) at 0° C. was added Dess-Martin periodinane (248 mg, 0.58 mmol) and the reaction mixture was stirred for 1 hour. Reaction mixture was partitioned between dichloromethane and water and organic layer was concentrated and purified by flash column chromatography (silica gel, ethyl acetate/hexanes) to give a white solid (160 mg, 80%). LCMS-ESI+ (m... Reactants: C1(=CC=CC=C1)N[C@H]1[C@H](CCCC1)NC(=O)OC(C)(C)C (cis-N-phenyl-N′-(t-butyloxycarbonyl)-cyclohexane-1,2-diamine), FC(C(=O)O)(F)F (trifluoroacetic acid). Solvent: C(Cl)Cl (CH2Cl2). Reaction conditions: time 8 hour. Product: C1(=CC=CC=C1)N[C@H]1[C@H](CCCC1)N (cis-N-phenyl-cyclohexane-1,2-diamine). Reaction SMILES: [C:1]1([NH:7][C@@H:8]2[CH2:13][CH2:12][CH2:11][CH2:10][C@@H:9]2[NH:14]C(OC(C)(C)C)=O)[CH:6]=[CH:5][CH:4]=[CH:3][CH:2]=1.FC(F)(F)C(O)=O>C(Cl)Cl>[C:1]1([NH:7][C@@H:8]2[CH2:13][CH2:12][CH2:11][CH2:10][C@@H:9]2[NH2:14])[CH:2]=[CH:3][CH:4]=[CH:5][CH:6]=1. Reported procedure: The cis-N-phenyl-N′-(t-butyloxycarbonyl)-cyclohexane-1,2-diamine isomer from above (0.095 g, 0.33 mmol) was dissolved in CH2Cl2 (2 mL) and treated with trifluoroacetic acid (2 mL) and the mixture stirred overnight. The reaction was worked up to afford the title compound (0.069 g) as a pale yellow solid. 1H NMR (CDCl3) 1.28–1.37 (m, 5H), 1.50–1.63 (m, 6H), 3.18 (br s, 1H), 3.42–3.45 (m, 1H), 6.63–6.70 (m, 3H), 7.16 (br t, 2H, J=7.5 Hz). Reactants: C1CCOC1, CCCC[N+](CCCC)(CCCC)CCCC, [F-], C[Si](C)(C)C#Cc1cncc(CN2CCCC2)c1. Yields the product C#Cc1cncc(CN2CCCC2)c1. Reaction SMILES: [CH2:37]1[O:38][CH2:39][CH2:40][CH2:41]1.[CH3:20][CH2:21][CH2:22][CH2:23][N+:24]([CH2:25][CH2:26][CH2:27][CH3:28])([CH2:29][CH2:30][CH2:31][CH3:32])[CH2:33][CH2:34][CH2:35][CH3:36].[F-:19].[N:1]1([CH2:6][c:7]2[cH:8][n:9][cH:10][c:11]([C:13]#[C:14][Si:15]([CH3:16])([CH3:17])[CH3:18])[cH:12]2)[CH2:2][CH2:3][CH2:4][CH2:5]1>>[N:1]1([CH2:6][c:7]2[cH:8][n:9][cH:10][c:11]([C:13]#[CH:14])[cH:12]2)[CH2:2][CH2:3][CH2:4][CH2:5]1. Starting materials: CC(=O)[O-], CC(=O)[O-], COc1ccc(CSC(Cc2ccccc2)C(=O)NC(C(=O)NCCc2ccc(OC)c(OC)c2)C(=O)NCCc2ccc(OC)c(OC)c2)cc1, COc1ccccc1, COc1ccccc1OC, ClCCl, [Hg+2]. Product: COc1ccc(CCNC(=O)C(NC(=O)C(S)Cc2ccccc2)C(=O)NCCc2ccc(OC)c(OC)c2)cc1OC. As a reaction SMILES: [C:74]([O-:75])(=[O:76])[CH3:77].[C:79]([O-:80])(=[O:81])[CH3:82].[CH3:1][O:2][c:3]1[cH:4][c:5]([CH2:6][CH2:7][NH:8][C:9]([CH:10]([C:11](=[O:12])[NH:13][CH2:14][CH2:15][c:16]2[cH:17][c:18]([O:24][CH3:25])[c:19]([O:22][CH3:23])[cH:20][cH:21]2)[NH:26][C:27]([CH:28]([CH2:29][c:30]2[cH:31][cH:32][cH:33][cH:34][cH:35]2)[S:36][CH2:37][c:38]2[cH:39][cH:40][c:41]([O:42][CH3:43])[cH:44][cH:45]2)=[O:46])=[O:47])[cH:48][cH:49][c:50]1[O:51][CH3:52].[CH3:53][O:54][c:55]1[cH:56][cH:57][cH:58][cH:59][cH:60]1.[CH3:61][O:62][c:63]1[c:64]([O:65][CH3:66])[cH:67][cH:68][cH:69][cH:70]1.[Cl:71][CH2:72][Cl:73].[Hg+2:78]>>[CH3:1][O:2][c:3]1[cH:4][c:5]([CH2:6][CH2:7][NH:8][C:9]([CH:10]([C:11](=[O:12])[NH:13][CH2:14][CH2:15][c:16]2[cH:17][c:18]([O:24][CH3:25])[c:19]([O:22][CH3:23])[cH:20][cH:21]2)[NH:26][C:27]([CH:28]([CH2:29][c:30]2[cH:31][cH:32][cH:33][cH:34][cH:35]2)[SH:36])=[O:46])=[O:47])[cH:48][cH:49][c:50]1[O:51][CH3:52]. Starting materials: N#CC1CC(F)CN1C(=O)CNC12CCC(C(=O)O)(CC1)CC2, CCCc1ccc(N)cc1. Product: CCCc1ccc(NC(=O)C23CCC(NCC(=O)N4CC(F)CC4C#N)(CC2)CC3)cc1. As a reaction SMILES: [C:1](=[O:2])([OH:3])[C:4]12[CH2:5][CH2:6][C:7]([NH:12][CH2:13][C:14](=[O:15])[N:16]3[CH:17]([C:22]#[N:23])[CH2:18][CH:19]([F:21])[CH2:20]3)([CH2:8][CH2:9]1)[CH2:10][CH2:11]2.[CH2:24]([CH2:25][CH3:26])[c:27]1[cH:28][cH:29][c:30]([NH2:31])[cH:32][cH:33]1>>[C:1](=[O:3])([C:4]12[CH2:5][CH2:6][C:7]([NH:12][CH2:13][C:14](=[O:15])[N:16]3[CH:17]([C:22]#[N:23])[CH2:18][CH:19]([F:21])[CH2:20]3)([CH2:8][CH2:9]1)[CH2:10][CH2:11]2)[NH:31][c:30]1[cH:29][cH:28][c:27]([CH2:24][CH2:25][CH3:26])[cH:33][cH:32]1. Reactants: CCC(=O)O, CC(C)=O, CC1(C)CCCC(C(C)(C)OC(=O)CCl)C1, [K+], [K+], O=C([O-])[O-]. The product is CCC(=O)OCC(=O)OC(C)(C)C1CCCC(C)(C)C1. RXN SMILES: [CH3:23][CH2:24][C:25]([OH:26])=[O:27].[CH3:28][C:29](=[O:30])[CH3:31].[Cl:7][CH2:8][C:9](=[O:10])[O:11][C:12]([CH3:13])([CH3:14])[CH:15]1[CH2:16][C:17]([CH3:21])([CH3:22])[CH2:18][CH2:19][CH2:20]1.[K+:1].[K+:2].[O-:3][C:4]([O-:5])=[O:6]>>[CH2:8]([C:9](=[O:10])[O:11][C:12]([CH3:13])([CH3:14])[CH:15]1[CH2:16][C:17]([CH3:21])([CH3:22])[CH2:18][CH2:19][CH2:20]1)[O:27][C:25]([CH2:24][CH3:23])=[O:26]. Yields the product C(C)(C)(C)OC(=O)N[C@H](C(=O)OC1CCCC1)C\C=C\C1=C(C=C(C=C1)B1OC(C(O1)(C)C)(C)C)C (Cyclopentyl(2S,4E)-2-[(tert-butoxycarbonyl)amino]-5-[2-methyl-4-(4,4,5,5-tetramethyl-1,3,2-dioxaborolan-2-yl)phenyl]pent-4-enoate). As a reaction SMILES: [C:1]([O:5][C:6]([NH:8][C@@H:9]([CH2:18]/[CH:19]=[CH:20]/[C:21]1[CH:26]=[CH:25][C:24]([B:27]2[O:31][C:30]([CH3:33])([CH3:32])[C:29]([CH3:35])([CH3:34])[O:28]2)=[CH:23][CH:22]=1)[C:10]([O:12][CH:13]1[CH2:17][CH2:16][CH2:15][CH2:14]1)=[O:11])=[O:7])([CH3:4])([CH3:3])[CH3:2].Br[C:37]1C=CC(I)=C(C)C=1>>[C:1]([O:5][C:6]([NH:8][C@@H:9]([CH2:18]/[CH:19]=[CH:20]/[C:21]1[CH:26]=[CH:25][C:24]([B:27]2[O:31][C:30]([CH3:33])([CH3:32])[C:29]([CH3:35])([CH3:34])[O:28]2)=[CH:23][C:22]=1[CH3:37])[C:10]([O:12][CH:13]1[CH2:17][CH2:16][CH2:15][CH2:14]1)=[O:11])=[O:7])([CH3:4])([CH3:2])[CH3:3]. Procedure: Synthesised by analogous methods to Intermediate 5a, using 4-bromo-2-methyl-iodobenzene at Stage 2 of Scheme 4. m/z 500 [M+H]+. The reactants are C(C)(C)(C)OC(=O)N[C@H](C(=O)OC1CCCC1)C\C=C\C1=CC=C(C=C1)B1OC(C(O1)(C)C)(C)C (cyclopentyl(2S,4E)-2-[(tert-butoxycarbonyl)amino]-5-[4-(4,4,5,5-tetramethyl-1,3,2-dioxaborolan-2-yl)phenyl]pent-4-enoate), BrC1=CC(=C(C=C1)I)C (4-bromo-2-methyl-iodobenzene).